Dataset: the Open Reaction Database (ORD), a public repository of structured organic reaction records. Task: describe an organic reaction: reactants, conditions, products, and yield Reactants: CCN(Cc1ccc(OC2CC3CCC(C2)N3C)cc1)c1cc(OC)ccc1C1CCc2cc(OC(=O)C(C)(C)C)ccc2C1, CCO, Cl, [Na+], [OH-]. Product: CCN(Cc1ccc(OC2CC3CCC(C2)N3C)cc1)c1cc(OC)ccc1C1CCc2cc(O)ccc2C1. Reaction SMILES: [CH2:1]([CH3:2])[N:3]([c:4]1[c:5]([CH:12]2[CH2:13][c:14]3[cH:15][cH:16][c:17]([O:22][C:23](=[O:24])[C:25]([CH3:26])([CH3:27])[CH3:28])[cH:18][c:19]3[CH2:20][CH2:21]2)[cH:6][cH:7][c:8]([O:10][CH3:11])[cH:9]1)[CH2:29][c:30]1[cH:31][cH:32][c:33]([O:36][CH:37]2[CH2:38][CH:39]3[CH2:40][CH2:41][CH:42]([CH2:43]2)[N:44]3[CH3:45])[cH:34][cH:35]1.[CH3:49][CH2:50][OH:51].[ClH:48].[Na+:47].[OH-:46]>>[CH2:1]([CH3:2])[N:3]([c:4]1[c:5]([CH:12]2[CH2:13][c:14]3[cH:15][cH:16][c:17]([OH:22])[cH:18][c:19]3[CH2:20][CH2:21]2)[cH:6][cH:7][c:8]([O:10][CH3:11])[cH:9]1)[CH2:29][c:30]1[cH:31][cH:32][c:33]([O:36][CH:37]2[CH2:38][CH:39]3[CH2:40][CH2:41][CH:42]([CH2:43]2)[N:44]3[CH3:45])[cH:34][cH:35]1. The reactants are CCC(C(=O)[O-])C1CN=C(c2cc3cc(OCCOC)cc(N(C)S(=O)(=O)c4ccccn4)c3[nH]2)S1, CCO, Cl, [Na+], C1CCOC1, [OH-]. Product: COCCOc1cc(N(C)S(=O)(=O)c2ccccn2)c2[nH]c(C3=NCC(CC(=O)O)S3)cc2c1. As a reaction SMILES: [CH2:1]([CH3:2])[CH:3]([C:4](=[O:5])[O-:6])[CH:7]1[CH2:8][N:9]=[C:10]([c:12]2[nH:13][c:14]3[c:15]([N:26]([S:27](=[O:28])(=[O:29])[c:30]4[n:31][cH:32][cH:33][cH:34][cH:35]4)[CH3:36])[cH:16][c:17]([O:21][CH2:22][CH2:23][O:24][CH3:25])[cH:18][c:19]3[cH:20]2)[S:11]1.[CH3:45][CH2:46][OH:47].[ClH:44].[Na+:38].[O:39]1[CH2:40][CH2:41][CH2:42][CH2:43]1.[OH-:37]>>[CH2:3]([C:4](=[O:5])[OH:6])[CH:7]1[CH2:8][N:9]=[C:10]([c:12]2[nH:13][c:14]3[c:15]([N:26]([S:27](=[O:28])(=[O:29])[c:30]4[n:31][cH:32][cH:33][cH:34][cH:35]4)[CH3:36])[cH:16][c:17]([O:21][CH2:22][CH2:23][O:24][CH3:25])[cH:18][c:19]3[cH:20]2)[S:11]1. Reactants: O(C1=CC=CC=C1)CC(=O)Cl (Phenoxyacetyl chloride), Cl (hydrogen chloride), CCOCC (ether), 2,4-diamino-4-phenoxymethylfuro[2,3-d]pyrimidin-4-one12. The product is ClCC(COC1=CC=CC=C1)=O (1-chloro-3-phenoxy-2-propanone). As a reaction SMILES: [O:1]([CH2:8][C:9](Cl)=[O:10])[C:2]1[CH:7]=[CH:6][CH:5]=[CH:4][CH:3]=1.[ClH:12].[CH3:13]COCC>>[Cl:12][CH2:13][C:9](=[O:10])[CH2:8][O:1][C:2]1[CH:7]=[CH:6][CH:5]=[CH:4][CH:3]=1. Procedure: The synthesis of 2,4-diamino-4-phenoxymethylfuro[2,3-d]pyrimidin-4-one12 is shown in FIG. 20. Phenoxyacetyl chloride 10 was reacted with CH2N2 in the presence of gaseous hydrogen chloride and ether to produce 1-chloro-3-phenoxy-2-propanone 11. 1-chloro-3-phenoxy-2-propanone 11 was reacted with 2,6-diamino-3H-pyrimidin-4-one 1 to produce 2,4-diamino-4-phenoxymethylfuro[2,3-d]pyrimidin-4-one 12 at a 39% yield. The reactants are C(C)(C)(C)OC(=O)NC1=CC=C(C=C1)I (N-tertiary-butyloxycarbonyl-4-iodoaniline), [H-].[Na+] (sodium hydride), CI (methyl iodide). The solvent is CN(C=O)C (dimethylformamide). Conditions: time 2 hour. Product: C(C)(C)(C)OC(=O)N(C1=CC=C(C=C1)I)C (N-tertiary-Butyloxycarbonyl-N-methyl-4-iodoaniline). RXN SMILES: [C:1]([O:5][C:6]([NH:8][C:9]1[CH:14]=[CH:13][C:12]([I:15])=[CH:11][CH:10]=1)=[O:7])([CH3:4])([CH3:3])[CH3:2].[H-].[Na+].[CH3:18]I>CN(C)C=O>[C:1]([O:5][C:6]([N:8]([CH3:18])[C:9]1[CH:14]=[CH:13][C:12]([I:15])=[CH:11][CH:10]=1)=[O:7])([CH3:4])([CH3:2])[CH3:3] |f:1.2|. Procedure: A solution of N-tertiary-butyloxycarbonyl-4-iodoaniline (11.5 g, see P G Ciattini et al, Tet. Lett, 1995, 36, 4133-4136 for preparation) in dimethylformamide (70 mL), under nitrogen, was treated portionwise with sodium hydride (1.6 g, 60% dispersion in mineral oil). When effervescence had ceased (after about 5 minutes) the mixture was treated with methyl iodide and stirring was continued at room temperature for 2 hours. The reaction mixture was partitioned between ethyl acetate (500 mL) and wate... Starting materials: [I-].C[N+]1=C(C=CC=C1)C (1,2-dimethylpyridinium iodide), COC(COC1=CC=C(C=O)C=C1)OC (p-(2,2-dimethoxyethoxy)benzaldehyde), resultant solution, N1CCCCC1 (piperidine). Reported procedure: In 50 ml of methanol, 12.7 g of 1,2-dimethylpyridinium iodide and 11.96 g of p-(2,2-dimethoxyethoxy)benzaldehyde were dissolved. The resultant solution, with 1 ml of piperidine added thereto, was refluxed for five hours. The solution was left to cool and the crystals which consequently deposited in the solution were collected through filtration and thoroughly washed with acetone. Consequently, there was obtained 16.30 g of 1-methyl-2[p-(2,2-dimethoxyethoxy)-styryl]pyridinium iodide. In water, th... The solvent is CO (methanol). Isolated yield 70.6%. The product is [I-].C[N+]1=C(C=CC=C1)C=CC1=CC=C(C=C1)OCC(OC)OC (1-methyl-2[p-(2,2-dimethoxyethoxy)-styryl]pyridinium iodide). Reaction SMILES: [I-:1].[CH3:2][N+:3]1[CH:8]=[CH:7][CH:6]=[CH:5][C:4]=1[CH3:9].[CH3:10][O:11][CH:12]([O:23][CH3:24])[CH2:13][O:14][C:15]1[CH:22]=[CH:21][C:18]([CH:19]=O)=[CH:17][CH:16]=1.N1CCCCC1>CO>[I-:1].[CH3:2][N+:3]1[CH:8]=[CH:7][CH:6]=[CH:5][C:4]=1[CH:9]=[CH:19][C:18]1[CH:17]=[CH:16][C:15]([O:14][CH2:13][CH:12]([O:23][CH3:24])[O:11][CH3:10])=[CH:22][CH:21]=1 |f:0.1,5.6|. Starting materials: CN(C)C(=O)Oc1cccc2cccc(F)c12 (substrate), CCO[Si](OCC)(OCC)c1cccc(C)c1 (effective_coupling_partner). Reagents/catalysts: dcype. Conditions: temperature 120 celsius, time 12 hour. Product: Cc3cccc(c1cccc2cccc(F)c12)c3.